describe an organic reaction: reactants, conditions, products, and yield From a dataset of the Open Reaction Database (ORD), a public repository of structured organic reaction records. The reactants are O=C(O)CNC(=O)OCc1ccccc1, CN(C)C=O, C(=NC1CCCCC1)=NC1CCCCC1, ClCCl, Nn1cccc1. Product: O=C(CNC(=O)OCc1ccccc1)Nn1cccc1. As a reaction SMILES: [C:7](=[O:8])([O:9][CH2:10][c:11]1[cH:12][cH:13][cH:14][cH:15][cH:16]1)[NH:17][CH2:18][C:19](=[O:20])[OH:21].[CH3:40][N:41]([CH3:42])[CH:43]=[O:44].[CH:22]1([N:23]=[C:24]=[N:25][CH:26]2[CH2:27][CH2:28][CH2:29][CH2:30][CH2:31]2)[CH2:32][CH2:33][CH2:34][CH2:35][CH2:36]1.[Cl:37][CH2:38][Cl:39].[NH2:1][n:2]1[cH:3][cH:4][cH:5][cH:6]1>>[NH:1]([n:2]1[cH:3][cH:4][cH:5][cH:6]1)[C:19]([CH2:18][NH:17][C:7](=[O:8])[O:9][CH2:10][c:11]1[cH:12][cH:13][cH:14][cH:15][cH:16]1)=[O:20]. Reactants: Cl, O=C(F)c1cc(F)c(F)cc1F, [Na+], [OH-], O. The product is O=C(O)c1cc(F)c(F)cc1F. RXN SMILES: [ClH:15].[F:3][c:4]1[c:5]([C:6](=[O:7])[F:8])[cH:9][c:10]([F:14])[c:11]([F:13])[cH:12]1.[Na+:2].[OH-:1].[OH2:16]>>[OH:1][C:6]([c:5]1[c:4]([F:3])[cH:12][c:11]([F:13])[c:10]([F:14])[cH:9]1)=[O:7]. Reactants: CC(C)(C)OC(=O)NC1CCC(CC=O)CC1, O=C(c1ccccc1)C1CCNCC1, Cl. Product: CC(C)(C)OC(=O)NC1CCC(CCN2CCC(C(=O)c3ccccc3)CC2)CC1. RXN SMILES: [C:16]([CH3:17])([CH3:18])([CH3:19])[O:20][C:21]([NH:22][CH:23]1[CH2:24][CH2:25][CH:26]([CH2:29][CH:30]=[O:31])[CH2:27][CH2:28]1)=[O:32].[C:2]([c:3]1[cH:4][cH:5][cH:6][cH:7][cH:8]1)(=[O:9])[CH:10]1[CH2:11][CH2:12][NH:13][CH2:14][CH2:15]1.[ClH:1]>>[C:2]([c:3]1[cH:4][cH:5][cH:6][cH:7][cH:8]1)(=[O:9])[CH:10]1[CH2:11][CH2:12][N:13]([CH2:30][CH2:29][CH:26]2[CH2:25][CH2:24][CH:23]([NH:22][C:21]([O:20][C:16]([CH3:17])([CH3:18])[CH3:19])=[O:32])[CH2:28][CH2:27]2)[CH2:14][CH2:15]1. Reactants: CC(=O)OC(C)=O, O=CO, CC(Cl)Cl, CCOC(=O)c1cn(-c2cc([N+](=O)[O-])c(F)cc2F)c2c(Cl)c(F)c(F)cc2c1=O. The product is CCOC(=O)c1cn(-c2cc(NC=O)c(F)cc2F)c2c(Cl)c(F)c(F)cc2c1=O. As a reaction SMILES: [CH3:35][C:36](=[O:37])[O:38][C:39](=[O:40])[CH3:41].[CH:42]([OH:43])=[O:44].[Cl:1][CH:2]([Cl:3])[CH3:4].[Cl:5][c:6]1[c:7]([F:34])[c:8]([F:33])[cH:9][c:10]2[c:11](=[O:32])[c:12]([C:27](=[O:28])[O:29][CH2:30][CH3:31])[cH:13][n:14](-[c:16]3[c:17]([F:26])[cH:18][c:19]([F:25])[c:20]([N+:22]([O-:23])=[O:24])[cH:21]3)[c:15]12>>[Cl:5][c:6]1[c:7]([F:34])[c:8]([F:33])[cH:9][c:10]2[c:11](=[O:32])[c:12]([C:27](=[O:28])[O:29][CH2:30][CH3:31])[cH:13][n:14](-[c:16]3[c:17]([F:26])[cH:18][c:19]([F:25])[c:20]([NH:22][CH:36]=[O:37])[cH:21]3)[c:15]12. Starting materials: Cn1nnnc1CC(O)(c1ccccc1)c1ccccc1, ClC(Cl)Cl, [K+], O=S(=O)([O-])O. Reaction SMILES: [CH3:1][n:2]1[n:3][n:4][n:5][c:6]1[CH2:7][C:8]([OH:9])([c:10]1[cH:11][cH:12][cH:13][cH:14][cH:15]1)[c:16]1[cH:17][cH:18][cH:19][cH:20][cH:21]1.[Cl:28][CH:29]([Cl:30])[Cl:31].[K+:27].[S:22](=[O:23])(=[O:24])([OH:25])[O-:26]>>[CH3:1][n:2]1[n:3][n:4][n:5][c:6]1[CH:7]=[C:8]([c:10]1[cH:11][cH:12][cH:13][cH:14][cH:15]1)[c:16]1[cH:17][cH:18][cH:19][cH:20][cH:21]1. Yields the product Cn1nnnc1C=C(c1ccccc1)c1ccccc1. Starting materials: Cl.N=C1SC=C(N1)C(C(=O)NC1[C@@H]2N(C(=C(CS2)COC(C)=O)C(=O)O)C1=O)=NO (7-[2-(2-imino-4-thiazolin-4-yl)-2-hydroxyimino-acetamido]-3-acetoxymethyl-3-cephem-4-carboxylic acid hydrochloride), CN1N=NN=C1S (1-methyl-1H-tetrazole-5-thiol), C(O)([O-])=O.[Na+] (sodium hydrogen carbonate), O (water). Solvent: P(=O)([O-])([O-])[O-] (phosphate). Reaction conditions: temperature 70 celsius, time 3 hour. Yields the product N=C1SC=C(N1)C(C(=O)NC1[C@@H]2N(C(=C(CS2)CSC2=NN=NN2C)C(=O)[O-])C1=O)=NO.[Na+] (sodium 7-[2-(2-imino-4-thiazolin-4-yl)-2-hydroxyimino-acetamido]-3-(1-methyl-1H-tetrazol-5-yl)thiomethyl-3-cephem-4-carboxylate). Reaction SMILES: Cl.[NH:2]=[C:3]1[NH:7][C:6]([C:8](=[N:29][OH:30])[C:9]([NH:11][CH:12]2[C:27](=[O:28])[N:14]3[C:15]([C:24]([OH:26])=[O:25])=[C:16]([CH2:19]OC(=O)C)[CH2:17][S:18][C@H:13]23)=[O:10])=[CH:5][S:4]1.[CH3:31][N:32]1[C:36]([SH:37])=[N:35][N:34]=[N:33]1.C(=O)([O-])O.[Na+:42].O>P([O-])([O-])([O-])=O>[NH:2]=[C:3]1[NH:7][C:6]([C:8](=[N:29][OH:30])[C:9]([NH:11][CH:12]2[C:27](=[O:28])[N:14]3[C:15]([C:24]([O-:26])=[O:25])=[C:16]([CH2:19][S:37][C:36]4[N:32]([CH3:31])[N:33]=[N:34][N:35]=4)[CH2:17][S:18][C@H:13]23)=[O:10])=[CH:5][S:4]1.[Na+:42] |f:0.1,3.4,7.8|. Procedure details: In 20 ml of phosphate buffer (0.2M, pH 6.4) there was dissolved 0.883 g of 7-[2-(2-imino-4-thiazolin-4-yl)-2-hydroxyimino-acetamido]-3-acetoxymethyl-3-cephem-4-carboxylic acid hydrochloride together with 0.232 g of 1-methyl-1H-tetrazole-5-thiol and 0.336 g of sodium hydrogen carbonate and the mixed solution was stirred at 70° C. for 3 hours. The reaction mixture was subjected to column chromatography on polystyrene resin (Amberlite XAD-2, Rohm and Haas Co.), development being carried out with wa... Reactants: P(O)(O)(O)=O (phosphoric acid), NC1=C(C=C(C=C1)S(=O)(=O)C)S(=O)(=O)C (1-amino-2,4-dimethanesulfonylbenzene), S(O)(O)(=O)=O (sulfuric acid), N(=O)[O-].[Na+] (sodium nitrite), ice water, S(=O)(=O)(O)C1=CC=C(NNC(=O)C2=C(C3=CC=CC=C3C=C2)O)C=C1 (2-(N-4-Sulfoanilinocarbamoyl)-1-naphthol). Solvent: C(C)(=O)O (acetic acid), [OH-].[Na+] (sodium hydroxide). Conditions: temperature 70 celsius. The product is S(=O)(=O)(O)C1=CC=C(NNC(=O)C2=C(C3=CC=CC=C3C(=C2)N=NC2=C(C=C(C=C2)S(=O)(=O)C)S(=O)(=O)C)O)C=C1 (2-(N-4-Sulfoanilinocarbamoyl)-4-(2,4-dimethanesulfonylphenylazo)-1-naphthol). Reaction SMILES: S(=O)(=O)(O)O.[N:6]([O-])=O.[Na+].P(=O)(O)(O)O.[NH2:15][C:16]1[CH:21]=[CH:20][C:19]([S:22]([CH3:25])(=[O:24])=[O:23])=[CH:18][C:17]=1[S:26]([CH3:29])(=[O:28])=[O:27].[S:30]([C:34]1[CH:54]=[CH:53][C:37]([NH:38][NH:39][C:40]([C:42]2[CH:51]=[CH:50][C:49]3[C:44](=[CH:45][CH:46]=[CH:47][CH:48]=3)[C:43]=2[OH:52])=[O:41])=[CH:36][CH:35]=1)([OH:33])(=[O:32])=[O:31]>[OH-].[Na+].C(O)(=O)C>[S:30]([C:34]1[CH:35]=[CH:36][C:37]([NH:38][NH:39][C:40]([C:42]2[CH:51]=[C:50]([N:6]=[N:15][C:16]3[CH:21]=[CH:20][C:19]([S:22]([CH3:25])(=[O:23])=[O:24])=[CH:18][C:17]=3[S:26]([CH3:29])(=[O:28])=[O:27])[C:49]3[C:44](=[CH:45][CH:46]=[CH:47][CH:48]=3)[C:43]=2[OH:52])=[O:41])=[CH:53][CH:54]=1)([OH:33])(=[O:31])=[O:32] |f:1.2,6.7|. Reported procedure: To 10 ml of concentrated sulfuric acid, 1.5 g of sodium nitrite was added and the mixture was heated at 70° C. with stirring. After stirring for 30 minutes, the mixture was cooled to 0° C. and 20 ml of acetic acid and 6 ml of a 85% phosphoric acid were added thereto. Then 5.0 g of 1-amino-2,4-dimethanesulfonylbenzene was added at below 5° C. thereto and the mixture was stirred for 3 hours. After adding 40 ml of ice water, a solution containing 6.5 g of 2-(N-4-sulfoanilinocarbamoyl)-1-naphthol ob...